Task: describe an organic reaction: reactants, conditions, products, and yield. Dataset: the Open Reaction Database (ORD), a public repository of structured organic reaction records Starting materials: C1CCOC1, COc1ccc2cc(-c3cccc([N+](=O)[O-])c3)ccc2c1. Product: COc1ccc2cc(-c3cccc(N)c3)ccc2c1. RXN SMILES: [CH2:22]1[O:23][CH2:24][CH2:25][CH2:26]1.[CH3:1][O:2][c:3]1[cH:4][c:5]2[cH:6][cH:7][c:8](-[c:13]3[cH:14][c:15]([N+:19]([O-:20])=[O:21])[cH:16][cH:17][cH:18]3)[cH:9][c:10]2[cH:11][cH:12]1>>[CH3:1][O:2][c:3]1[cH:4][c:5]2[cH:6][cH:7][c:8](-[c:13]3[cH:14][c:15]([NH2:19])[cH:16][cH:17][cH:18]3)[cH:9][c:10]2[cH:11][cH:12]1. Starting materials: CN(C)CC1=CC=2CN(CCC2O1)S(=O)(=O)C1=CC=C(C=C1)\C=C/C1=CC=CC=C1 ((Z)-N,N-Dimethyl-[5-(4-stilbenesulfonyl)-4,5,6,7-tetrahydrofuro[3,2-c]pyridin-2-ylmethyl]amine), Cl (hydrogen chloride). The solvent is CO (methanol), CO (methanol). The product is Cl.CN(C)CC1=CC=2CN(CCC2O1)S(=O)(=O)C1=CC=C(C=C1)\C=C/C1=CC=CC=C1 ((Z)-N,N-dimethyl-[5-(4-stilbenesulfonyl)-4,5,6,7-tetrahydrofuro[3,2-c]pyridin-2-ylmethyl]amine hydrochloride). As a reaction SMILES: [CH3:1][N:2]([CH2:4][C:5]1[O:13][C:12]2[CH2:11][CH2:10][N:9]([S:14]([C:17]3[CH:22]=[CH:21][C:20](/[CH:23]=[CH:24]\[C:25]4[CH:30]=[CH:29][CH:28]=[CH:27][CH:26]=4)=[CH:19][CH:18]=3)(=[O:16])=[O:15])[CH2:8][C:7]=2[CH:6]=1)[CH3:3].[ClH:31]>CO>[ClH:31].[CH3:1][N:2]([CH2:4][C:5]1[O:13][C:12]2[CH2:11][CH2:10][N:9]([S:14]([C:17]3[CH:22]=[CH:21][C:20](/[CH:23]=[CH:24]\[C:25]4[CH:30]=[CH:29][CH:28]=[CH:27][CH:26]=4)=[CH:19][CH:18]=3)(=[O:16])=[O:15])[CH2:8][C:7]=2[CH:6]=1)[CH3:3] |f:3.4|. Procedure details: (Z)-N,N-Dimethyl-[5-(4-stilbenesulfonyl)-4,5,6,7-tetrahydrofuro[3,2-c]pyridin-2-ylmethyl]amine 0.148 g was dissolved in 2 ml of methanol; hydrogen chloride in methanol was added in excess, followed by stirring. This mixture was concentrated to yield the desired product. The reactants are O=C1CCC(=O)N1Br, ClC(Cl)Cl, Nc1nc(OC2CCC2)nc2c1ncn2C1CCCCO1, O. Yields the product Nc1nc(OC2CCC2)nc2c1nc(Br)n2C1CCCCO1. Reaction SMILES: [Br:1][N:2]1[C:3](=[O:4])[CH2:5][CH2:6][C:7]1=[O:8].[CH:31]([Cl:32])([Cl:33])[Cl:34].[CH:9]1([O:13][c:14]2[n:15][c:16]([NH2:29])[c:17]3[n:18][cH:19][n:20]([CH:23]4[O:24][CH2:25][CH2:26][CH2:27][CH2:28]4)[c:21]3[n:22]2)[CH2:10][CH2:11][CH2:12]1.[OH2:30]>>[Br:1][c:19]1[n:18][c:17]2[c:16]([NH2:29])[n:15][c:14]([O:13][CH:9]3[CH2:10][CH2:11][CH2:12]3)[n:22][c:21]2[n:20]1[CH:23]1[O:24][CH2:25][CH2:26][CH2:27][CH2:28]1. Reactants: SC=1NC2=C(N1)C=CC(=C2)C (2-mercapto-5-methyl benzimidazole), [H-].[Na+] (sodium hydride), [N+](=O)([O-])C1=CC=C(O1)C=O (5-nitrofuraldehyde), O (water). Solvent: C1CCOC1 (THF), C1CCOC1 (THF). Run at time 0.5 hour. Yields the product CC1=CC2=C(NC(=N2)SC2=CC=C(O2)C=O)C=C1 (5-(5-Methyl-1H-benzimidazol-2-ylsulfanyl)-furan-2-carbaldehyde), solid. Isolated yield 83.0%. RXN SMILES: [SH:1][C:2]1[NH:3][C:4]2[CH:10]=[C:9]([CH3:11])[CH:8]=[CH:7][C:5]=2[N:6]=1.[H-].[Na+].[N+]([C:17]1[O:21][C:20]([CH:22]=[O:23])=[CH:19][CH:18]=1)([O-])=O.O>C1COCC1>[CH3:11][C:9]1[CH:8]=[CH:7][C:5]2[NH:6][C:2]([S:1][C:17]3[O:21][C:20]([CH:22]=[O:23])=[CH:19][CH:18]=3)=[N:3][C:4]=2[CH:10]=1 |f:1.2|. Procedure details: to a solution of 0.82 g of 2-mercapto-5-methyl benzimidazole (5 mmoles) in 10 ml of dry THF is added 200 mg of sodium hydride suspension (60% suspension in mineral oil) (5 mmoles). The reaction mixture is heated at reflux temperature for ½ hour. The mixture is then cooled to room temperature and 0.71 g of 5-nitrofuraldehyde (5 mmoles) in 5 ml of THF is added dropwise. The reaction mixture is stirred for ½ hour and then poured into 200 ml of water. The mixture is extracted twice with 75 ml of EtO... Starting materials: COC=1C=C(C(=O)N2CC(CC2)(C2=CC(=C(C=C2)F)F)CCN2CCC(CC2)NC2=NC3=C(N2CC=2SC(=CC2)Cl)C=CC=C3)C=C(C1OC)OC (1-(3,4,5-trimethoxybenzoyl)-3-(2-(4-(1-(5-chlorothien-2-ylmethyl)-1H-benzimidazol-2-yl-amino)piperidin-1-yl)ethyl)-3-(3,4-difluorophenyl) pyrrolidine), CS(=O)(=O)O (methanesulfonic acid), C(C)(=O)OCC (ethyl acetate). RXN SMILES: [CH3:1][O:2][C:3]1[CH:4]=[C:5]([CH:46]=[C:47]([O:51][CH3:52])[C:48]=1[O:49][CH3:50])[C:6]([N:8]1[CH2:12][CH2:11][C:10]([CH2:21][CH2:22][N:23]2[CH2:28][CH2:27][CH:26]([NH:29][C:30]3[N:34]([CH2:35][C:36]4[S:37][C:38]([Cl:41])=[CH:39][CH:40]=4)[C:33]4[CH:42]=[CH:43][CH:44]=[CH:45][C:32]=4[N:31]=3)[CH2:25][CH2:24]2)([C:13]2[CH:18]=[CH:17][C:16]([F:19])=[C:15]([F:20])[CH:14]=2)[CH2:9]1)=[O:7].[CH3:53][S:54]([OH:57])(=[O:56])=[O:55].C(OCC)(=O)C>CO>[CH3:53][S:54]([OH:57])(=[O:56])=[O:55].[CH3:52][O:51][C:47]1[CH:46]=[C:5]([CH:4]=[C:3]([O:2][CH3:1])[C:48]=1[O:49][CH3:50])[C:6]([N:8]1[CH2:12][CH2:11][C:10]([CH2:21][CH2:22][N:23]2[CH2:28][CH2:27][CH:26]([NH:29][C:30]3[N:34]([CH2:35][C:36]4[S:37][C:38]([Cl:41])=[CH:39][CH:40]=4)[C:33]4[CH:42]=[CH:43][CH:44]=[CH:45][C:32]=4[N:31]=3)[CH2:25][CH2:24]2)([C:13]2[CH:18]=[CH:17][C:16]([F:19])=[C:15]([F:20])[CH:14]=2)[CH2:9]1)=[O:7] |f:4.5|. Procedure details: Combine 1-(3,4,5-trimethoxybenzoyl)-3-(2-(4-(1-(5-chlorothien-2-ylmethyl)-1H-benzimidazol-2-yl-amino)piperidin-1-yl)ethyl)-3-(3,4-difluorophenyl) pyrrolidine (1.21 g, 1.61 mmol), and methanesulfonic acid (0.23 mL, 3.54 mmol), ethyl acetate (90 mL), and methanol (10 mL) and stir. After 18 hours, filter and evaporate the filtrate in vacuo to give a residue. Triturate the residue with diethyl ether to give a solid. Decant the solvent and add diethyl ether. Collect the solid by filtration and dry in... Solvent: CO (methanol). Conditions: time 18 hour. Product: CS(=O)(=O)O.COC=1C=C(C(=O)N2CC(CC2)(C2=CC(=C(C=C2)F)F)CCN2CCC(CC2)NC2=NC3=C(N2CC=2SC(=CC2)Cl)C=CC=C3)C=C(C1OC)OC (1-(3,4,5-trimethoxybenzoyl)-3-(2-(4-(1-(5-chlorothien-2-ylmethyl)-1H-benzimidazol-2-yl-amino)piperidin-1-yl)ethyl)-3-(3,4-difluorophenyl) Pyrrolidine Methanesulfonic Acid Salt). Reactants: C(C1=CC=CC=C1)(=O)C=1NC2=CC(=CC=C2C1CC(=O)O)Cl ((2-benzoyl-6-chloro-1H-indol-3-yl)acetic acid), N (ammonia). Run in C1CCOC1 (THF). Yields the product C(C1=CC=CC=C1)(=O)C=1NC2=CC(=CC=C2C1CC(=O)N)Cl ((2-Benzoyl-6-chloro-1H-indol-3-yl)acetamide). As a reaction SMILES: [C:1]([C:9]1[NH:10][C:11]2[C:16]([C:17]=1[CH2:18][C:19](O)=[O:20])=[CH:15][CH:14]=[C:13]([Cl:22])[CH:12]=2)(=[O:8])[C:2]1[CH:7]=[CH:6][CH:5]=[CH:4][CH:3]=1.[NH3:23]>C1COCC1>[C:1]([C:9]1[NH:10][C:11]2[C:16]([C:17]=1[CH2:18][C:19]([NH2:23])=[O:20])=[CH:15][CH:14]=[C:13]([Cl:22])[CH:12]=2)(=[O:8])[C:2]1[CH:7]=[CH:6][CH:5]=[CH:4][CH:3]=1. Procedure details: The title compound was prepared according to the procedure described in Example 43 from (2-benzoyl-6-chloro-1H-indol-3-yl)acetic acid (Example 2) and a solution of ammonia in THF.